This data is from the Open Reaction Database (ORD), a public repository of structured organic reaction records. The task is: describe an organic reaction: reactants, conditions, products, and yield The reactants are SCC(=O)N[C@@H]([C@@H](C(=O)O)O)CC1=CC=CC=C1 ((2S,3R)-3-[N-(mercaptoacetyl)]amino-2-hydroxy-4-phenylbutanoic acid), C(C)(=O)CC(=S)N[C@@H]([C@@H](C(=O)NCC(=O)O)O)CC1=CC=CC=C1 (N-{(2S,3R)-3-[N-(acetylthioacetyl)]amino-2-hydroxy-4-phenylbutanoyl}glycine), N[C@@H](CS)C(=O)N[C@@H]([C@@H](C(=O)O)O)CC1=CC=CC=C1 ((2S,3R)-3-(N-L-cysteinyl)amino-2-hydroxy-4-phenylbutanoic acid), C(C1=CC=CC=C1)(=O)CCC(=S)N[C@@H]([C@@H](C(=O)O)O)CC1=CC=CC=C1 ((2S,3R)-3-[N-(3-benzoylthiopropionyl)]amino-2-hydroxy-4-phenylbutanoic acid), C(C1=CC=CC=C1)(=O)C(C(=S)N[C@@H]([C@@H](C(=O)O)O)CC1=CC=CC=C1)C ((2S,3R)-3-[N-(2-benzoylthiopropionyl)]amino-2-hydroxy-4-phenylbutanoic acid), C(C)(=O)CC(=S)N[C@H]([C@@H](C(=O)O)O)CC1=CC=CC=C1 ((2S,3S)-3-[N-(acetylthioacetyl)]amino-2-hydroxy-4-phenylbutanoic acid), SCC(=O)N[C@H]([C@@H](C(=O)O)O)CC1=CC=CC=C1 ((2S,3S)-3[N-(mercaptoacetyl)]amino-2-hydroxy-4-phenylbutanoic acid), C(C)(=O)CC(=S)N[C@@H]([C@@H](C(=O)N[C@@H](CC(C)C)C(=O)O)O)CC1=CC=CC=C1 (N-{(2S,3R)-3-[N-(acetylthioacetyl)]amino-2-hydroxy-4-phenylbutanoyl}-L-leucine). The product is C(C)(=O)CC(=S)N[C@@H]([C@@H](C(=O)O)O)CC1=CC=CC=C1 ((2S,3R)-3-[N-(acetylthioacetyl)]amino-2-hydroxy-4-phenylbutanoic acid). Reaction SMILES: S[CH2:2][C:3]([NH:5][C@H:6]([CH2:12][C:13]1[CH:18]=[CH:17][CH:16]=[CH:15][CH:14]=1)[C@H:7]([OH:11])[C:8]([OH:10])=[O:9])=O.[C:19](CC(N[C@@H](CC1C=CC=CC=1)[C@H](O)C(O)=O)=S)(=[O:21])[CH3:20].[SH:39]CC(N[C@@H](CC1C=CC=CC=1)[C@H](O)C(O)=O)=O.N[C@H](C(N[C@H](CC1C=CC=CC=1)[C@H](O)C(O)=O)=O)CS.C(CC(N[C@H](CC1C=CC=CC=1)[C@H](O)C(NCC(O)=O)=O)=S)(=O)C.C(CC(N[C@H](CC1C=CC=CC=1)[C@H](O)C(N[C@H](C(O)=O)CC(C)C)=O)=S)(=O)C.C(C(C)C(N[C@H](CC1C=CC=CC=1)[C@H](O)C(O)=O)=S)(=O)C1C=CC=CC=1.C(CCC(N[C@H](CC1C=CC=CC=1)[C@H](O)C(O)=O)=S)(=O)C1C=CC=CC=1>>[C:19]([CH2:2][C:3]([NH:5][C@H:6]([CH2:12][C:13]1[CH:18]=[CH:17][CH:16]=[CH:15][CH:14]=1)[C@H:7]([OH:11])[C:8]([OH:10])=[O:9])=[S:39])(=[O:21])[CH3:20]. Reported procedure: (2S,3R)-3-[N-(mercaptoacetyl)]amino-2-hydroxy-4-phenylbutanoic acid; (2S,3S)-3-[N-(acetylthioacetyl)]amino-2-hydroxy-4-phenylbutanoic acid; (2S,3S)-3[N-(mercaptoacetyl)]amino-2-hydroxy-4-phenylbutanoic acid; (2S,3R)-3-(N-L-cysteinyl)amino-2-hydroxy-4-phenylbutanoic acid; N-{(2S,3R)-3-[N-(acetylthioacetyl)]amino-2-hydroxy-4-phenylbutanoyl}glycine; N-{(2S,3R)-3-[N-(acetylthioacetyl)]amino-2-hydroxy-4-phenylbutanoyl}-L-leucine; (2S,3R)-3-[N-(2-benzoylthiopropionyl)]amino-2-hydroxy-4-phenylbutanoic ...